Task: describe an organic reaction: reactants, conditions, products, and yield. Dataset: the Open Reaction Database (ORD), a public repository of structured organic reaction records Reactants: OC(CN1CCNCC1)C (1-(2-hydroxypropyl)piperazine), ClC1=C(C(=O)O)C=CC=N1 (2-chloronicotinic acid). The solvent is O1CCOCC1 (dioxane). Conditions: time 2 day. The product is OC(CN1CCN(CC1)C1=C(C(=O)O)C=CC=N1)C (2-[4-(2-hydroxypropyl)piperazin-1-yl]nicotinic acid). Reaction SMILES: [OH:1][CH:2]([CH3:10])[CH2:3][N:4]1[CH2:9][CH2:8][NH:7][CH2:6][CH2:5]1.Cl[C:12]1[N:20]=[CH:19][CH:18]=[CH:17][C:13]=1[C:14]([OH:16])=[O:15]>O1CCOCC1>[OH:1][CH:2]([CH3:10])[CH2:3][N:4]1[CH2:9][CH2:8][N:7]([C:12]2[N:20]=[CH:19][CH:18]=[CH:17][C:13]=2[C:14]([OH:16])=[O:15])[CH2:6][CH2:5]1. Procedure: Grams 3 of 1-(2-hydroxypropyl)piperazine and 1.6 g of 2-chloronicotinic acid in 50 ml dioxane were refluxed for 2 days. The react ion mixture was cooled, then allowed to rest for 2 days, the solvent was removed and the residue was crystallized from absolute ethanol to give 1.2 g of 2-[4-(2-hydroxypropyl)piperazin-1-yl]nicotinic acid, melting at 222°-223° C. (with decomposition). Starting materials: ClC1=CC=C(NC(C2=CC=C(C=C2)NS(=O)(=O)N(C)C)=O)C=C1 (4'-chloro-4-[(dimethylaminosulfonyl)amino]benzanilide), C([O-])([O-])=O.[K+].[K+] (potassium carbonate), S(=O)(=O)(OC)OC (dimethyl sulfate). The solvent is CC(=O)C (acetone). Yields the product ClC1=CC=C(NC(C2=CC=C(C=C2)N(S(=O)(=O)N(C)C)C)=O)C=C1 (4'-chloro-4-[methyl(dimethylaminosulfonyl)amino]benzanilide). Yield: 96.2%. Reaction SMILES: [Cl:1][C:2]1[CH:23]=[CH:22][C:5]([NH:6][C:7](=[O:21])[C:8]2[CH:13]=[CH:12][C:11]([NH:14][S:15]([N:18]([CH3:20])[CH3:19])(=[O:17])=[O:16])=[CH:10][CH:9]=2)=[CH:4][CH:3]=1.[C:24](=O)([O-])[O-].[K+].[K+].S(OC)(OC)(=O)=O>CC(C)=O>[Cl:1][C:2]1[CH:23]=[CH:22][C:5]([NH:6][C:7](=[O:21])[C:8]2[CH:9]=[CH:10][C:11]([N:14]([CH3:24])[S:15]([N:18]([CH3:20])[CH3:19])(=[O:16])=[O:17])=[CH:12][CH:13]=2)=[CH:4][CH:3]=1 |f:1.2.3|. Reported procedure: A mixture of 300 mg of 4'-chloro-4-[(dimethylaminosulfonyl)amino]benzanilide 7, 140 mg of potassium carbonate, 130 mg of dimethyl sulfate 8, and 10 ml of dried acetone is refluxed for 30 minutes. Acetone is distilled off from the reaction mixture, the residue is basified with 10% sodium hydroxide solution and extracted with methylene chloride. The organic layer is washed with water, dried over anhydrous sodium sulfate, and concentrated. The residue is crystallized from ethyl acetate-isopropyl et... Reactants: Cl.ClC1=CC=C(C=C1)C(C(C)N)CC1=CC=C(C=C1)Cl (N-[2,3-bis(4-chlorophenyl)-1-methylpropyl]-amine hydrochloride), ClC1=CC=C(C=C1)OC1(CCCCC1)C(=O)O (1-(4-chlorophenyloxy)cyclohexanecarboxylic acid), C(C)(C)N(C(C)C)CC (N,N-diisopropylethylamine), tris(pyrrolindinyl)phosphonium hexafluorophosphate. The solvent is C(Cl)Cl (methylene chloride). Conditions: time 8 hour. The product is ClC1=CC=C(C=C1)C(C(C)NC(=O)C1(CCCCC1)OC1=CC=C(C=C1)Cl)CC1=CC=C(C=C1)Cl (N-[2,3-Bis(4-chlorophenyl)-1-methylpropyl]-1-(4-chlorophenyloxy)-cyclohexanecarboxamide). Reaction SMILES: Cl.[Cl:2][C:3]1[CH:8]=[CH:7][C:6]([CH:9]([CH2:13][C:14]2[CH:19]=[CH:18][C:17]([Cl:20])=[CH:16][CH:15]=2)[CH:10]([NH2:12])[CH3:11])=[CH:5][CH:4]=1.[Cl:21][C:22]1[CH:27]=[CH:26][C:25]([O:28][C:29]2([C:35](O)=[O:36])[CH2:34][CH2:33][CH2:32][CH2:31][CH2:30]2)=[CH:24][CH:23]=1.C(N(CC)C(C)C)(C)C>C(Cl)Cl>[Cl:2][C:3]1[CH:8]=[CH:7][C:6]([CH:9]([CH2:13][C:14]2[CH:15]=[CH:16][C:17]([Cl:20])=[CH:18][CH:19]=2)[CH:10]([NH:12][C:35]([C:29]2([O:28][C:25]3[CH:24]=[CH:23][C:22]([Cl:21])=[CH:27][CH:26]=3)[CH2:34][CH2:33][CH2:32][CH2:31][CH2:30]2)=[O:36])[CH3:11])=[CH:5][CH:4]=1 |f:0.1|. Procedure details: To a mixture of N-[2,3-bis(4-chlorophenyl)-1-methylpropyl]-amine hydrochloride (Diastereomer α, Reference Example 1) (60 mg, 0.19 mmol) and 1-(4-chlorophenyloxy)cyclohexanecarboxylic acid (60 mg, 0.24 mmol) in 1 mL of methylene chloride was added N,N-diisopropylethylamine (0.10 mL, 0.58 mmol) and tris(pyrrolindinyl)phosphonium hexafluorophosphate (0.10 g, 0.19 mmol). After stirring at room temperature overnight, the reaction mixture was loaded onto a silica gel column eluted with 6:1 hexane/ethe... The reactants are CN(C)CC1NCC(c2ccccc2)c2ccccc21, Cc1ccccc1, O=CO. Product: CN(C)CC1c2ccccc2C(c2ccccc2)CN1C=O. As a reaction SMILES: [CH3:1][N:2]([CH3:3])[CH2:4][CH:5]1[NH:6][CH2:7][CH:8]([c:15]2[cH:16][cH:17][cH:18][cH:19][cH:20]2)[c:9]2[cH:10][cH:11][cH:12][cH:13][c:14]21.[CH3:24][c:25]1[cH:26][cH:27][cH:28][cH:29][cH:30]1.[CH:21](=[O:22])[OH:23]>>[CH3:1][N:2]([CH3:3])[CH2:4][CH:5]1[N:6]([CH:21]=[O:22])[CH2:7][CH:8]([c:15]2[cH:16][cH:17][cH:18][cH:19][cH:20]2)[c:9]2[cH:10][cH:11][cH:12][cH:13][c:14]21. The reactants are C(C1=CC=CC=C1)NC(C1=CC=CC=C1)=O (N-benzylbenzamide), C(C1=CC=CC=C1)O (benzyl alcohol), C(C1=CC=CC=C1)NC(COC)=O (N-benzyl-2-methoxyacetamide), C(C1=CC=CC=C1)N (benzyl amine). Product: C(C)NC(C)=O (N-ethylacetamide), CNC(CC)=O (N-methylpropionamide), amines. RXN SMILES: [CH2:1]([NH:8][C:9](=[O:13])[CH2:10]OC)[C:2]1C=CC=CC=1.[CH2:14]([NH:21][C:22](=[O:29])[C:23]1C=CC=C[CH:24]=1)C1C=CC=CC=1.C(O)C1C=CC=CC=1.C(N)C1C=CC=CC=1>>[CH2:1]([NH:8][C:9](=[O:13])[CH3:10])[CH3:2].[CH3:14][NH:21][C:22](=[O:29])[CH2:23][CH3:24]. Reported procedure: The applicants have previously reported the dehydrogenative coupling of alcohols with amines to form amides, catalyzed by complex 1, with liberation of hydrogen gas (Gunanathan 2007). To explore whether it might be possible to reverse this reaction by the application of hydrogen pressure, complexes 1-4 were tested as catalysts for the hydrogenation of amides. Thus, upon treatment of N-benzyl-2-methoxyacetamide with dihydrogen (10 atm) at 110° C. (bath temperature) in dry THF for 48 h with a cata... The reactants are C(C)(C)OB(OC(C)C)OC(C)C (triisopropylborate), C(C)(=O)O (acetic acid), OO (Hydrogen peroxide), C(C)(CC)[Li] (Sec-butyllithium), BrC1=CC=C(C=C1)OC(C)(C)C (4-bromo-t-butoxybenzene). The solvent is C1CCOC1 (THF), C1CCOC1 (THF). Conditions: temperature -78 celsius, time 1 hour. Product: C(C)(C)(C)OC1=CC=C(C=C1)O (4-t-butoxyphenol). Isolated yield 47.5%. RXN SMILES: C([Li])(CC)C.Br[C:7]1[CH:12]=[CH:11][C:10]([O:13][C:14]([CH3:17])([CH3:16])[CH3:15])=[CH:9][CH:8]=1.C([O:21]B(OC(C)C)OC(C)C)(C)C.C(O)(=O)C.OO>C1COCC1>[C:14]([O:13][C:10]1[CH:11]=[CH:12][C:7]([OH:21])=[CH:8][CH:9]=1)([CH3:17])([CH3:16])[CH3:15]. Procedure details: Sec-butyllithium (53.2 mmoles, 41 ml of 1.3M in hexane) was added dropwise at -78° C. to 4-bromo-t-butoxybenzene (53.2 mmoles, 12.2 g) in 200 ml THF, stirred at -78° C. for 1 hour, and added slowly to a solution of triisopropylborate (58.5 mmoles, 11.0g) in 50 ml THF while maintaining the temperature below -60° C. The mixture was allowed to warm gradually to -20° C. Chilled acetic acid (80 mmoles,9.6 ml) was added. Hydrogen peroxide (58.5 mmoles, 5.9 ml of 30% diluted with 5 ml water) was added ... Starting materials: ClC=1C=CC2=C(C(=NCC=3N2C(=NN3)CO)C3=C(C=CC=C3)Cl)C1 (8-chloro-6-(o-chlorophenyl)-1-hydroxymethyl-4H-s-triazolo[4,3-a] [1,4]benzodiazepine), NC(C1=C(C=C(C=C1)Cl)N1C(=NN=C1C)C1CC1)C1=C(C=CC=C1)Cl (4-[α-amino-4-chloro-α-(o-chlorophenyl)-o-tolyl]-3-cyclopropyl-5-methyl-4H-1,2,4-triazole), O.NN (hydrazine hydrate), NC(C1=C(C=C(C=C1)Cl)N1C(=NN=C1C)C1CC1)C1=C(C=CC=C1)Cl (4-[α-amino-4-chloro-α-(o-chlorophenyl)-o-tolyl]-3-cyclopropyl-5-methyl-4H-1,2,4-triazole). The solvent is C(COCCO)O (diethylene glycol). Yields the product NC(C1=C(C=C(C=C1)Cl)N1C(=NN=C1C)CO)C1=C(C=CC=C1)Cl (4-[α-Amino-4-chloro-α-(o-chlorophenyl)-o-tolyl]-3-hydroxymethyl-5-methyl-4H-1,2,4-triazole). RXN SMILES: Cl[C:2]1[CH:3]=[CH:4][C:5]2[N:11]3[C:12]([CH2:15][OH:16])=[N:13][N:14]=[C:10]3[CH2:9][N:8]=[C:7]([C:17]3[CH:22]=[CH:21][CH:20]=[CH:19][C:18]=3[Cl:23])[C:6]=2[CH:24]=1.O.NN.NC(C1C=CC=CC=1Cl)C1C=CC([Cl:36])=CC=1N1C(C)=NN=C1C1CC1>C(O)COCCO>[NH2:8][CH:7]([C:17]1[CH:22]=[CH:21][CH:20]=[CH:19][C:18]=1[Cl:23])[C:6]1[CH:24]=[CH:2][C:3]([Cl:36])=[CH:4][C:5]=1[N:11]1[C:10]([CH3:9])=[N:14][N:13]=[C:12]1[CH2:15][OH:16] |f:1.2|. Procedure: A mixture of 10.776 g. 8-chloro-6-(o-chlorophenyl)-1-hydroxymethyl-4H-s-triazolo[4,3-a] [1,4]benzodiazepine (111) (30.0 mmoles) and 7.50 ml. of hydrazine hydrate in 60 ml. of diethylene glycol is heated to 150°-160° C. for about 18 hours. The reaction is then quenched in a cold aqueous 5% sodium hydroxide solution and the product extracted with chloroform. The extracts thus obtained are dried over anhydrous magnesium sulfate and concentrated in vacuo to give 13.0 g. of oil which is crystallized ... Reactants: C=O, CCCCO, CCCCOC=O, [H][H], CCCCON=O. The product is CCCCOC(=O)C(=O)OCCCC. Reaction SMILES: [C:1]=[O:2].[CH2:19]([CH2:20][CH2:21][CH3:22])[OH:23].[CH:12](=[O:13])[O:14][CH2:15][CH2:16][CH2:17][CH3:18].[H:3][H:4].[N:5](=[O:6])[O:7][CH2:8][CH2:9][CH2:10][CH3:11]>>[O:7]([CH2:8][CH2:9][CH2:10][CH3:11])[C:19]([C:12](=[O:13])[O:14][CH2:15][CH2:16][CH2:17][CH3:18])=[O:23].